Dataset: the Open Reaction Database (ORD), a public repository of structured organic reaction records. Task: describe an organic reaction: reactants, conditions, products, and yield Run at time 8 hour. RXN SMILES: [N+:1]([C:4]1[CH:9]=[CH:8][CH:7]=[C:6]([C:10]([F:13])([F:12])[F:11])[C:5]=1[CH2:14][CH:15]([CH:24]([C:29]([O:31][CH3:32])=[O:30])[C:25]([O:27][CH3:28])=[O:26])[C:16]1[CH:21]=[CH:20][C:19]([O:22][CH3:23])=[CH:18][CH:17]=1)([O-])=O.[H][H]>CO.[Pd]>[NH2:1][C:4]1[CH:9]=[CH:8][CH:7]=[C:6]([C:10]([F:12])([F:13])[F:11])[C:5]=1[CH2:14][CH:15]([CH:24]([C:29]([O:31][CH3:32])=[O:30])[C:25]([O:27][CH3:28])=[O:26])[C:16]1[CH:21]=[CH:20][C:19]([O:22][CH3:23])=[CH:18][CH:17]=1. The yield is 98.6%. The reagents and catalysts are [Pd] (palladium on charcoal). Starting materials: [N+](=O)([O-])C1=C(C(=CC=C1)C(F)(F)F)CC(C1=CC=C(C=C1)OC)C(C(=O)OC)C(=O)OC ([2-(2-nitro-6-trifluoromethylphenyl)-1-(4-methoxyphenyl)-ethyl] propanedioic acid, dimethyl ester), [H][H] (hydrogen). Yields the product NC1=C(C(=CC=C1)C(F)(F)F)CC(C1=CC=C(C=C1)OC)C(C(=O)OC)C(=O)OC ([2-(2-Amino-6-trifluoromethylphenyl)-1-(4-methoxyphenyl)ethyl]propanedioic acid, dimethyl ester). Run in CO (methanol), CO (methanol). Procedure: A suspension of 40.4 g (0.088 mol) of [2-(2-nitro-6-trifluoromethylphenyl)-1-(4-methoxyphenyl)-ethyl] propanedioic acid, dimethyl ester (see Example 7A) in methanol was treated with a cold suspension of 5% palladium on charcoal in methanol (under nitrogen) and placed on the Parr apparatus at 58 psi of hydrogen. The mixture was heated at 50°-55° C. for 1 hour to assure that all of the starting material had dissolved. The mixture was removed from the Parr apparatus and allowed to stand at room tem... The product is CC(C1=CC=CC=C1)C#N (α-methylbenzylcyanide). Procedure details: 100 g of ethylbenzene and 3.0 g of 5% palladium/activated carbon were added to a 1000 cc stainless steel autoclave. The gas phase was sufficiently replaced with hydrogen gas, then hydrogen gas was used to apply a pressure of 0.3 MPa and make the temperature 100° C. and catalytic pretreatment was carried out for 1 hour. The gas phase was again sufficiently replaced with nitrogen, then 3.0 g of the reaction material, that is, 2,3,5,6-tetrafluoroterephthalonitrile was added. The nitrogen atmosphere... RXN SMILES: [CH2:1]([C:3]1[CH:8]=[CH:7][CH:6]=[CH:5][CH:4]=1)[CH3:2].[H][H].FC1C(F)=C(C#N)C(F)=C(F)C=1[C:14]#[N:15].FC1C(F)=CC(F)=C(F)C=1C#N>[Pd]>[CH3:2][CH:1]([C:14]#[N:15])[C:3]1[CH:8]=[CH:7][CH:6]=[CH:5][CH:4]=1. Reagents/catalysts: [Pd] (palladium). Solvent: stainless steel. Starting materials: [H][H] (hydrogen), FC1=C(C#N)C(=C(C(=C1F)C#N)F)F (2,3,5,6-tetrafluoroterephthalonitrile), reaction material, FC1=C(C#N)C(=C(C=C1F)F)F (2,3,5,6-tetrafluorobenzonitrile), C(C)C1=CC=CC=C1 (ethylbenzene), [H][H] (hydrogen), FC1=C(C#N)C(=C(C(=C1F)C#N)F)F (2,3,5,6-tetrafluoroterephthalonitrile). Conditions: time 1 hour. Reactants: O1CCOC2=C1C=CC=C2N2CCN(CC2)CCNCC(OC)OC (1-(1,4-benzodioxan-5-yl)-4-(2-(2,2-dimethoxy-1-ethylamino)-1-ethyl)piperazine), FC1=CC=C(C=C1)N=C=O (4-fluorophenyl isocyanate). Run in C(Cl)Cl (methylene chloride). Product: O1CCOC2=C1C=CC=C2N2CCN(CC2)CCN(C(=O)NC2=CC=C(C=C2)F)CC(OC)OC (1-(1,4-benzodioxan5-yl)-4-(2-(N-(2,2-dimethoxy 1-ethyl)-N-(4-fluorophenylaminocarbonyl)-amino)-1-ethyl)piperazine), solid. Reaction SMILES: [O:1]1[C:6]2[CH:7]=[CH:8][CH:9]=[C:10]([N:11]3[CH2:16][CH2:15][N:14]([CH2:17][CH2:18][NH:19][CH2:20][CH:21]([O:24][CH3:25])[O:22][CH3:23])[CH2:13][CH2:12]3)[C:5]=2[O:4][CH2:3][CH2:2]1.[F:26][C:27]1[CH:32]=[CH:31][C:30]([N:33]=[C:34]=[O:35])=[CH:29][CH:28]=1>C(Cl)Cl>[O:1]1[C:6]2[CH:7]=[CH:8][CH:9]=[C:10]([N:11]3[CH2:16][CH2:15][N:14]([CH2:17][CH2:18][N:19]([CH2:20][CH:21]([O:22][CH3:23])[O:24][CH3:25])[C:34]([NH:33][C:30]4[CH:31]=[CH:32][C:27]([F:26])=[CH:28][CH:29]=4)=[O:35])[CH2:13][CH2:12]3)[C:5]=2[O:4][CH2:3][CH2:2]1. Procedure details: A solution of 1-(1,4-benzodioxan-5-yl)-4-(2-(2,2-dimethoxy-1-ethylamino)-1-ethyl)piperazine (2.3 g) and 4-fluorophenyl isocyanate (0.9 g) in methylene chloride (100 ml) was refluxed for 2 h. Removal of solvent in vacuo gave an oil which was purified on a silica gel column (eluent: ethyl acetate/methanol=3:1). The product, 1-(1,4-benzodioxan5-yl)-4-(2-(N-(2,2-dimethoxy 1-ethyl)-N-(4-fluorophenylaminocarbonyl)-amino)-1-ethyl)piperazine, was obtained as a solid (2.5 g). Starting materials: O=C(CC(=O)OC)CC (methyl 3-oxovalerate), NC1=CC=CC=C1 (aniline). Reagents/catalysts: O.C1(=CC=C(C=C1)S(=O)(=O)O)C (p-toluenesulfonic acid monohydrate). Solvent: C1CCCCC1 (cyclohexane). Yields the product C1(=CC=CC=C1)N\C(=C/C(=O)OC)\CC (methyl (2Z)-3-(phenylamino)pent-2-enoate). The yield is 72.2%. As a reaction SMILES: O=[C:2]([CH2:8][CH3:9])[CH2:3][C:4]([O:6][CH3:7])=[O:5].[NH2:10][C:11]1[CH:16]=[CH:15][CH:14]=[CH:13][CH:12]=1>O.C1(C)C=CC(S(O)(=O)=O)=CC=1.C1CCCCC1>[C:11]1([NH:10]/[C:2](/[CH2:8][CH3:9])=[CH:3]\[C:4]([O:6][CH3:7])=[O:5])[CH:16]=[CH:15][CH:14]=[CH:13][CH:12]=1 |f:2.3|. Reported procedure: A mixture of methyl 3-oxovalerate (5.21 g, 40.0 mmol), aniline (3.66 mL, 40.0 mmol), p-toluenesulfonic acid monohydrate (533 mg, 2.80 mmol) and cyclohexane (25 mL) was stirred with heating under reflux for 2 hr. The mixture was concentrated under reduced pressure, the insoluble material was removed by filtration, and the filtrate was concentrated under reduced pressure. The residue was purified by silica gel column chromatography (eluate, hexane:ethyl acetate=98:2→94:6) to give the title compoun... The reactants are BrCC=1C(=NC(=CC1)Cl)C(=O)OC (methyl 3-(bromomethyl)-6-chloropyridine-2-carboxylate), CN (methylamine), C1CCOC1 (THF). The product is ClC1=CC=C2C(=N1)C(N(C2)C)=O (2-Chloro-6-methyl-5,6-dihydro-7H-pyrrolo[3,4-b]pyridin-7-one). RXN SMILES: Br[CH2:2][C:3]1[C:4]([C:10]([O:12]C)=O)=[N:5][C:6]([Cl:9])=[CH:7][CH:8]=1.[CH3:14][NH2:15].C1COCC1>>[Cl:9][C:6]1[N:5]=[C:4]2[C:10](=[O:12])[N:15]([CH3:14])[CH2:2][C:3]2=[CH:8][CH:7]=1. Procedure: 2-Chloro-6-methyl-5,6-dihydro-7H-pyrrolo[3,4-b]pyridin-7-one was prepared according to the general procedure in Example 7 Step 1 using methyl 3-(bromomethyl)-6-chloropyridine-2-carboxylate (0.40 g, 1.49 mmol) and methylamine, 2 M in THF (10 mL, 20 mmol) as the starting materials. The product is O=C(O)c1cn(C2CC2)c2c(Cl)c(N3CC4CCCNC4C3)ncc2c1=O. As a reaction SMILES: [CH3:29][N:30]([CH3:31])[CH:32]=[O:33].[CH3:34][C:35]#[N:36].[CH:20]12[NH:21][CH2:22][CH2:23][CH2:24][CH:25]1[CH2:26][NH:27][CH2:28]2.[Cl:1][c:2]1[n:3][cH:4][c:5]2[c:6](=[O:19])[c:7]([C:16](=[O:17])[OH:18])[cH:8][n:9]([CH:13]3[CH2:14][CH2:15]3)[c:10]2[c:11]1[Cl:12]>>[c:2]1([N:27]2[CH2:26][CH:25]3[CH:20]([NH:21][CH2:22][CH2:23][CH2:24]3)[CH2:28]2)[n:3][cH:4][c:5]2[c:6](=[O:19])[c:7]([C:16](=[O:17])[OH:18])[cH:8][n:9]([CH:13]3[CH2:14][CH2:15]3)[c:10]2[c:11]1[Cl:12]. The reactants are CN(C)C=O, CC#N, C1CNC2CNCC2C1, O=C(O)c1cn(C2CC2)c2c(Cl)c(Cl)ncc2c1=O.